describe an organic reaction: reactants, conditions, products, and yield From a dataset of the Open Reaction Database (ORD), a public repository of structured organic reaction records. Reactants: ClC=1C2=C(N=CN1)SC(=N2)CC2=C(C=CC=C2Cl)Cl (7-chloro-2-(2,6-dichloro-benzyl)-thiazolo[5,4-d]pyrimidine), FC(C1=CC=C(C=C1)N)(F)F (4-trifluoromethyl-phenylamine), Cl (HCl). The solvent is C(C)(C)O (isopropanol), C(C)(C)O (IPA). Run at temperature 90 celsius, time 12 hour. The product is ClC1=C(CC=2SC=3N=CN=C(C3N2)NC2=CC=C(C=C2)C(F)(F)F)C(=CC=C1)Cl ([2-(2,6-Dichloro-benzyl)-thiazolo[5,4-d]pyrimidin-7-yl]-(4-trifluoromethyl-phenyl)-amine). Yield: 73.2%. RXN SMILES: Cl[C:2]1[C:3]2[N:10]=[C:9]([CH2:11][C:12]3[C:17]([Cl:18])=[CH:16][CH:15]=[CH:14][C:13]=3[Cl:19])[S:8][C:4]=2[N:5]=[CH:6][N:7]=1.[F:20][C:21]([F:30])([F:29])[C:22]1[CH:27]=[CH:26][C:25]([NH2:28])=[CH:24][CH:23]=1.Cl>C(O)(C)C>[Cl:19][C:13]1[CH:14]=[CH:15][CH:16]=[C:17]([Cl:18])[C:12]=1[CH2:11][C:9]1[S:8][C:4]2[N:5]=[CH:6][N:7]=[C:2]([NH:28][C:25]3[CH:26]=[CH:27][C:22]([C:21]([F:20])([F:29])[F:30])=[CH:23][CH:24]=3)[C:3]=2[N:10]=1. Reported procedure: To a solution of 7-chloro-2-(2,6-dichloro-benzyl)-thiazolo[5,4-d]pyrimidine (45.0 mg, 0.15 mmol) and 4-trifluoromethyl-phenylamine (23 mg, 0.15 mmol) in isopropanol (IPA) (2 mL) was added 1.25 M HCl in IPA (0.26 mL, 0.32 mmol). The resulting solution was heated in a sealed tube to 90° C. After 12 h, the solution was cooled and purified by preparative reverse-phase HPLC to afford the title compound as a colorless solid (50 mg, 74%). MS (ESI): mass calcd. for C19H11Cl2F3N4S, 454.0; m/z found, 455.... The reactants are C1CCNCC1, CC(=O)CC(C)=O, CC(=O)O, N#Cc1ccc(C=O)c2ccccc12, ClCCl. The product is CC(=O)C(=Cc1ccc(C#N)c2ccccc12)C(C)=O. Reaction SMILES: [CH2:26]1[CH2:27][CH2:28][NH:29][CH2:30][CH2:31]1.[CH3:15][C:16]([CH2:17][C:18]([CH3:19])=[O:20])=[O:21].[CH3:22][C:23](=[O:24])[OH:25].[CH:1](=[O:2])[c:3]1[cH:4][cH:5][c:6]([C:13]#[N:14])[c:7]2[cH:8][cH:9][cH:10][cH:11][c:12]12.[Cl:32][CH2:33][Cl:34]>>[CH:1]([c:3]1[cH:4][cH:5][c:6]([C:13]#[N:14])[c:7]2[cH:8][cH:9][cH:10][cH:11][c:12]12)=[C:17]([C:16]([CH3:15])=[O:21])[C:18]([CH3:19])=[O:20]. The reactants are BrC1=C(C2=C(C(NCCC2=O)=O)N1)Br (2,3-dibromo-6,7-dihydro-1H,5H-pyrrolo[2,3-c]azepine-4,8-dione), [BH4-].[Na+] (NaBH4). Solvent: CN(C)C=O.CO (DMF MeOH). Reaction conditions: time 8 hour. Product: BrC1=C(C2=C(C(NCCC2O)=O)N1)Br (2,3-dibromo-4-hydroxy-4,5,6,7-tetrahydro-1H-pyrrolo[2,3-c]azepin-8-one). RXN SMILES: [Br:1][C:2]1[NH:13][C:5]2[C:6](=[O:12])[NH:7][CH2:8][CH2:9][C:10](=[O:11])[C:4]=2[C:3]=1[Br:14].[BH4-].[Na+]>CN(C=O)C.CO>[Br:1][C:2]1[NH:13][C:5]2[C:6](=[O:12])[NH:7][CH2:8][CH2:9][CH:10]([OH:11])[C:4]=2[C:3]=1[Br:14] |f:1.2,3.4|. Reported procedure: To a solution of 2,3-dibromo-6,7-dihydro-1H,5H-pyrrolo[2,3-c]azepine-4,8-dione (2.5 g, 7.74 mmol) in a mixture of DMF-MeOH (6 mL) is added NaBH4 (1.47 g, 38.7 mmol). The mixture is stirred at room temperature overnight. It is concentrated and water is added. The mixture is extracted with EtOAc, washed with brine and dried. After the solvent is removed, the residue is subjected to silica gel column chromatography and eluted with CH2Cl2—MeOH to give 2,3-dibromo-4-hydroxy-4,5,6,7-tetrahydro-1H-pyrr... Starting materials: BrC=1C=C(C=NC1Cl)C(=O)O (5-bromo-6-chloro-3-pyridinecarboxylic acid), NCC(O)(C1CC1)C (α-(aminomethyl)-α-methyl-cyclopropanemethanol), N1=C(C=CC=C1)CO (2-pyridinemethanol), ClC1=CC=C(C=C1)B(O)O ((4-chloro-phenyl)-boronic acid). Yields the product ClC1=CC=C(C=C1)C=1C(=NC=C(C(=O)NCC(C)(O)C2CC2)C1)OCC1=NC=CC=C1 (racemic 5-(4-chloro-phenyl)-N-(2-cyclopropyl-2-hydroxy-propyl)-6-(pyridin-2-ylmethoxy)-nicotinamide). Reaction SMILES: Br[C:2]1[CH:3]=[C:4]([C:9]([OH:11])=O)[CH:5]=[N:6][C:7]=1Cl.[N:12]1[CH:17]=[CH:16][CH:15]=[CH:14][C:13]=1[CH2:18][OH:19].[Cl:20][C:21]1[CH:26]=[CH:25][C:24](B(O)O)=[CH:23][CH:22]=1.[NH2:30][CH2:31][C:32]([CH3:37])([CH:34]1[CH2:36][CH2:35]1)[OH:33]>>[Cl:20][C:21]1[CH:26]=[CH:25][C:24]([C:2]2[C:7]([O:19][CH2:18][C:13]3[CH:14]=[CH:15][CH:16]=[CH:17][N:12]=3)=[N:6][CH:5]=[C:4]([CH:3]=2)[C:9]([NH:30][CH2:31][C:32]([CH:34]2[CH2:36][CH2:35]2)([OH:33])[CH3:37])=[O:11])=[CH:23][CH:22]=1. Reported procedure: The title compound was synthesized in analogy to Example 75, using 5-bromo-6-chloro-3-pyridinecarboxylic acid, 2-pyridinemethanol, (4-chloro-phenyl)-boronic acid and α-(aminomethyl)-α-methyl-cyclopropanemethanol as starting materials to yield racemic 5-(4-chloro-phenyl)-N-(2-cyclopropyl-2-hydroxy-propyl)-6-(pyridin-2-ylmethoxy)-nicotinamide, MS (ISP) 438.1 (M+H)+. Starting materials: CN(S(=O)(=O)C1=CC(=C(C=C1)NC)[N+](=O)[O-])C1CCN(CC1)C (4-methylamino-3-nitrobenzenesulfonic acid-N-methyl-N-(1-methylpiperidin-4-yl)amide), C14H24N4O2S, ClCCl.C(C)O (dichloromethane ethanol). Reagents/catalysts: [Pd] (palladium on charcoal). Solvent: CO (methanol), [H][H] (hydrogen). Product: CN(S(=O)(=O)C1=CC(=C(C=C1)NC)N)C1CCN(CC1)C (3-Amino-4-methylaminobenzenesulfonic acid-N-methyl-N-(1-methylpiperidin-4-yl)amide). RXN SMILES: [CH3:1][N:2]([CH:17]1[CH2:22][CH2:21][N:20]([CH3:23])[CH2:19][CH2:18]1)[S:3]([C:6]1[CH:11]=[CH:10][C:9]([NH:12][CH3:13])=[C:8]([N+:14]([O-])=O)[CH:7]=1)(=[O:5])=[O:4].ClCCl.C(O)C>CO.[H][H].[Pd]>[CH3:1][N:2]([CH:17]1[CH2:22][CH2:21][N:20]([CH3:23])[CH2:19][CH2:18]1)[S:3]([C:6]1[CH:11]=[CH:10][C:9]([NH:12][CH3:13])=[C:8]([NH2:14])[CH:7]=1)(=[O:5])=[O:4] |f:1.2|. Procedure details: 1.5 g (4.4 mmol) of 4-methylamino-3-nitrobenzenesulfonic acid-N-methyl-N-(1-methylpiperidin-4-yl)amide were dissolved in 100 mL methanol and catalytically hydrogenated at room temperature and under 5 bar hydrogen pressure (10% palladium on charcoal). Then the catalyst was filtered off and the filtrate was evaporated down. The resulting oily product was further reacted without any purification. Yield: 1.4 g (100% of theory), C14H24N4O2S (312.4); Rf value: 0.33 (silica gel; dichloromethane/ethanol... The yield is 100.0%. Starting materials: [H-].[Na+] (NaH), C(C)C1=NNC2=CC(=CC=C12)C(=O)N(C)OC (3-ethyl-N-methoxy-N-methyl-1H-indazole-6-carboxamide), C[Si](CCOCCl)(C)C ([β-(Trimethylsilyl)ethoxy]methyl chloride). The solvent is O1CCCC1 (tetrahydrofuran), O1CCCC1 (tetrahydrofuran). The product is C(C)C=1N(N=C2C=C(C=CC12)C(=O)N(C)OC)COCC[Si](C)(C)C (3-ethyl-N-methoxy-N-methyl-2-{[2-(trimethylsilyl)ethoxy]methyl}-2H-indazole-6-carboxamide). As a reaction SMILES: [H-].[Na+].[CH2:3]([C:5]1[C:13]2[C:8](=[CH:9][C:10]([C:14]([N:16]([O:18][CH3:19])[CH3:17])=[O:15])=[CH:11][CH:12]=2)[NH:7][N:6]=1)[CH3:4].[CH3:20][Si:21]([CH3:28])([CH3:27])[CH2:22][CH2:23][O:24][CH2:25]Cl>O1CCCC1>[CH2:3]([C:5]1[N:6]([CH2:25][O:24][CH2:23][CH2:22][Si:21]([CH3:28])([CH3:27])[CH3:20])[N:7]=[C:8]2[C:13]=1[CH:12]=[CH:11][C:10]([C:14]([N:16]([O:18][CH3:19])[CH3:17])=[O:15])=[CH:9]2)[CH3:4] |f:0.1|. Conditions: temperature 0 celsius, time 1 hour. Procedure: NaH (1.3 g, 60% dispersion in mineral oil, 0.033 mol) and tetrahydrofuran (223 mL) were mixed in a 1-necked flask and cooled to 0° C. To this was added dropwise a mixture of 3-ethyl-N-methoxy-N-methyl-1H-indazole-6-carboxamide (2.6 g, 0.011 mol) in tetrahydrofuran (60 mL), and the mixture was stirred at 0° C. for 1 hour. [β-(Trimethylsilyl)ethoxy]methyl chloride (2.4 mL, 0.013 mol) was then added and the reaction mixture was allowed to warm to room temperature. The resulting mixture was partitio... The reactants are FC=1C=CC(=C(C1)C(C#CC1=CC=CC=C1)O)OC (1-(5-fluoro-2-methoxy-phenyl)-3-phenyl-prop-2-yn-1-ol), COC1=C(C=O)C=C(C(=C1)F)F (2-methoxy-4,5-difluorobenzaldehyde). The product is C1(=CC=CC=C1)C#CC(O)C1=C(C=C(C(=C1)F)F)OC (3-Phenyl-1-(2-methoxy-4,5-difluoro-phenyl)-prop-2-yn-1-ol). The yield is 97.0%. RXN SMILES: [F:1][C:2]1[CH:3]=[CH:4][C:5]([O:18][CH3:19])=[C:6]([CH:8]([OH:17])[C:9]#[C:10][C:11]2[CH:16]=[CH:15][CH:14]=[CH:13][CH:12]=2)[CH:7]=1.COC1C=C([F:30])C(F)=CC=1C=O>>[C:11]1([C:10]#[C:9][CH:8]([C:6]2[CH:7]=[C:2]([F:1])[C:3]([F:30])=[CH:4][C:5]=2[O:18][CH3:19])[OH:17])[CH:12]=[CH:13][CH:14]=[CH:15][CH:16]=1. Procedure details: Following the procedure used to prepare 1-(5-fluoro-2-methoxy-phenyl)-3-phenyl-prop-2-yn-1-ol, 2-methoxy-4,5-difluorobenzaldehyde was reacted to give the title compound as a colourless oil (531 mg, 97%). LCMS (Method B): RT=3.90 min, [M−H2O+H]+=257. Reactants: CN1CCN(CC1)C1CCC2=CC(=CC=C12)C(=O)OC (Methyl 1-(4-methylpiperazin-1-yl)-2,3-dihydro-1H-indene-5-carboxylate), C[Al](C)C (trimethylaluminium), C(=O)([O-])C(O)C(O)C(=O)[O-].[Na+].[K+] (potassium sodium tartrate), N1=C(N=C(C=C1)C=1C=NC=NC1)NC=1C=C(C=CC1C)N (N(3)-4,5′-bipyrimidin-2-yl-4-methyl benzene-1,3-diamine), C[Al](C)C (trimethylaluminium). Solvent: C1(=CC=CC=C1)C (toluene). Conditions: temperature 50 celsius, time 8 hour. Product: N1=C(N=C(C=C1)C=1C=NC=NC1)NC=1C=C(C=CC1C)NC(=O)C=1C=C2CCC(C2=CC1)N1CCN(CC1)C (N-[3-(4,5′-Bipyrimidin-2-ylamino)-4-methylphenyl]-1-(4-methylpiperazin-1-yl)-2,3-dihydro-1H-indene-5-carboxamide). The yield is 44.9%. As a reaction SMILES: [CH3:1][N:2]1[CH2:7][CH2:6][N:5]([CH:8]2[C:16]3[C:11](=[CH:12][C:13]([C:17](OC)=[O:18])=[CH:14][CH:15]=3)[CH2:10][CH2:9]2)[CH2:4][CH2:3]1.[N:21]1[CH:26]=[CH:25][C:24]([C:27]2[CH:28]=[N:29][CH:30]=[N:31][CH:32]=2)=[N:23][C:22]=1[NH:33][C:34]1[CH:35]=[C:36]([NH2:41])[CH:37]=[CH:38][C:39]=1[CH3:40].C[Al](C)C.C(C(C(C([O-])=O)O)O)([O-])=O.[Na+].[K+]>C1(C)C=CC=CC=1>[N:21]1[CH:26]=[CH:25][C:24]([C:27]2[CH:28]=[N:29][CH:30]=[N:31][CH:32]=2)=[N:23][C:22]=1[NH:33][C:34]1[CH:35]=[C:36]([NH:41][C:17]([C:13]2[CH:12]=[C:11]3[C:16](=[CH:15][CH:14]=2)[CH:8]([N:5]2[CH2:4][CH2:3][N:2]([CH3:1])[CH2:7][CH2:6]2)[CH2:9][CH2:10]3)=[O:18])[CH:37]=[CH:38][C:39]=1[CH3:40] |f:3.4.5|. Reported procedure: Methyl 1-(4-methylpiperazin-1-yl)-2,3-dihydro-1H-indene-5-carboxylate (823 g, 3 mmol) and N(3)-4,5′-bipyrimidin-2-yl-4-methyl benzene-1,3-diamine (973 g, 3.5 mmol) were suspended in 15 mL of toluene, and then a 2 M trimethylaluminium solution (3 mL, 6 mmol) was added. The mixture was stirred overnight at 50° C. and another 2 M trimethylaluminium solution (2 mL, 4 mmol) was added. The solution was stirred overnight at 60° C. and then cooled in an ice bath. Saturated aqueous solution of potassium ... The reactants are C(C1=CC=CC=C1)NC1=CC(=CC(=N1)C1=NC=CC=C1)C=1C=NC=C(C1)C#CCN1CCN(CC1)C(C)(C)C (Benzyl-{5″-[3-(4-tert-butyl-piperazin-1-yl)-prop-1-ynyl]-[2,2′;4′,3″]terpyridin-6′-yl}-amine), C(C1=CC=CC=C1)NC1=CC(=CC(=N1)C1=NC(=CC=C1)C)C=1C=NC=C(C1)Br (Benzyl-(5″-bromo-6-methyl-[2,2′;4′,3″]terpyridin-6′-yl)-amine). Yields the product C(C1=CC=CC=C1)NC1=CC(=CC(=N1)C1=NC(=CC=C1)C)C=1C=NC=C(C1)C#CCN1CCN(CC1)C(C)(C)C (Benzyl-{5″-[3-(4-tert-butyl-piperazin-1-yl)-prop-1-ynyl]-6-methyl-[2,2′;4′,3″]terpyridin-6′-yl}-amine). As a reaction SMILES: [CH2:1]([NH:8][C:9]1[N:14]=[C:13]([C:15]2[CH:20]=[CH:19][CH:18]=[CH:17][N:16]=2)[CH:12]=[C:11]([C:21]2[CH:22]=[N:23][CH:24]=[C:25]([C:27]#[C:28][CH2:29][N:30]3[CH2:35][CH2:34][N:33]([C:36]([CH3:39])([CH3:38])[CH3:37])[CH2:32][CH2:31]3)[CH:26]=2)[CH:10]=1)[C:2]1[CH:7]=[CH:6][CH:5]=[CH:4][CH:3]=1.[CH2:40](NC1N=C(C2C=CC=C(C)N=2)C=C(C2C=NC=C(Br)C=2)C=1)C1C=CC=CC=1>>[CH2:1]([NH:8][C:9]1[N:14]=[C:13]([C:15]2[CH:20]=[CH:19][CH:18]=[C:17]([CH3:40])[N:16]=2)[CH:12]=[C:11]([C:21]2[CH:22]=[N:23][CH:24]=[C:25]([C:27]#[C:28][CH2:29][N:30]3[CH2:35][CH2:34][N:33]([C:36]([CH3:39])([CH3:38])[CH3:37])[CH2:32][CH2:31]3)[CH:26]=2)[CH:10]=1)[C:2]1[CH:7]=[CH:6][CH:5]=[CH:4][CH:3]=1. Procedure: This compound is prepared analogously to Benzyl-{5″-[3-(4-tert-butyl-piperazin-1-yl)-prop-1-ynyl]-[2,2′;4′,3″]terpyridin-6′-yl}-amine (Example 2.138) by replacing Benzyl-(5″-bromo-[2,2′;4′,3″]terpyridin-6′-yl)-amine (Example 1.25) with Benzyl-(5″-bromo-6-methyl-[2,2′;4′,3″]terpyridin-6′-yl)-amine (Example 2.40, step1). The reactants are C1COCCN1, CC#N, NC(=O)c1cc(-c2ccccc2)cc2c(C3CCN(S(=O)(=O)CCCCl)CC3)n[nH]c12, [I-], [K+], [K+], [Na+], O=C([O-])[O-]. Product: NC(=O)c1cc(-c2ccccc2)cc2c(C3CCN(S(=O)(=O)CCCN4CCOCC4)CC3)n[nH]c12. Reaction SMILES: [CH2:38]1[CH2:39][O:40][CH2:41][CH2:42][NH:43]1.[CH3:46][C:47]#[N:48].[Cl:1][CH2:2][CH2:3][CH2:4][S:5](=[O:6])(=[O:7])[N:8]1[CH2:9][CH2:10][CH:11]([c:14]2[n:15][nH:16][c:17]3[c:18]([C:29](=[O:30])[NH2:31])[cH:19][c:20](-[c:23]4[cH:24][cH:25][cH:26][cH:27][cH:28]4)[cH:21][c:22]23)[CH2:12][CH2:13]1.[I-:45].[K+:32].[K+:33].[Na+:44].[O-:34][C:35]([O-:36])=[O:37]>>[CH2:2]([CH2:3][CH2:4][S:5](=[O:6])(=[O:7])[N:8]1[CH2:9][CH2:10][CH:11]([c:14]2[n:15][nH:16][c:17]3[c:18]([C:29](=[O:30])[NH2:31])[cH:19][c:20](-[c:23]4[cH:24][cH:25][cH:26][cH:27][cH:28]4)[cH:21][c:22]23)[CH2:12][CH2:13]1)[N:43]1[CH2:38][CH2:39][O:40][CH2:41][CH2:42]1.